Task: describe an organic reaction: reactants, conditions, products, and yield. Dataset: the Open Reaction Database (ORD), a public repository of structured organic reaction records Starting materials: NC1=NNC(=N1)SCCCSCCCCC (3-amino-5-[3-(pentylthio)propylthio]-1,2,4-triazole), C(CCCCC)SCCSCCSC=1N=C2N=C(C=C(N2N1)O)C (2-{2-[2-(hexylthio)ethylthio]ethylthio}-4-hydroxy-6-methyl-1,3,3a,7-tetraazaindene). Product: C(CCCC)SCCCSC=1N=C2N=C(C=C(N2N1)O)C (2-[3-(pentylthio)propylthio]-4-hydroxy-6-methyl-1,3,3a,7-tetraazaindene), white solid. Yield: 24.0%. As a reaction SMILES: [NH2:1][C:2]1[N:6]=[C:5]([S:7][CH2:8][CH2:9][CH2:10][S:11][CH2:12][CH2:13][CH2:14][CH2:15][CH3:16])[NH:4][N:3]=1.C(SCCSCCSC1N=C2N(N=1)[C:36]([OH:39])=[CH:35][C:34]([CH3:40])=N2)CCCCC>>[CH2:12]([S:11][CH2:10][CH2:9][CH2:8][S:7][C:5]1[N:6]=[C:2]2[N:3]([N:4]=1)[C:36]([OH:39])=[CH:35][C:34]([CH3:40])=[N:1]2)[CH2:13][CH2:14][CH2:15][CH3:16]. Reported procedure: Compound 18 was prepared from Compound 9, using a procedure analogous to that described previously for Compound 20. The crude product was recrystallized from ethyl acetate to give a 24% yield of white solid, m.p. 121°-123° C. Analysis: Calculated for C14H22N4OS2 : C, 51.50; H, 6.79; N, 17.16. Found: C, 51.30; H, 6.69; N, 16.97. Reactants: CC(C)(C)OC(=O)N1CCC2(CCNCC2)C1, O=C([O-])O, CCN(C(C)C)C(C)C, CC(C)O, Clc1ccncc1, [Na+]. The product is CC(C)(C)OC(=O)N1CCC2(CCN(c3ccncc3)CC2)C1. RXN SMILES: [C:1]([CH3:2])([CH3:3])([CH3:4])[O:5][C:6](=[O:7])[N:8]1[CH2:9][C:10]2([CH2:11][CH2:12]1)[CH2:13][CH2:14][NH:15][CH2:16][CH2:17]2.[C:34](=[O:35])([O-:36])[OH:37].[CH2:18]([N:19]([CH:20]([CH3:21])[CH3:22])[CH:23]([CH3:24])[CH3:25])[CH3:26].[CH3:39][CH:40]([OH:41])[CH3:42].[Cl:27][c:28]1[cH:29][cH:30][n:31][cH:32][cH:33]1.[Na+:38]>>[C:1]([CH3:2])([CH3:3])([CH3:4])[O:5][C:6](=[O:7])[N:8]1[CH2:9][C:10]2([CH2:11][CH2:12]1)[CH2:13][CH2:14][N:15]([c:28]1[cH:29][cH:30][n:31][cH:32][cH:33]1)[CH2:16][CH2:17]2. Starting materials: S(=O)(=O)([O-])[O-].[Na+].[Na+] (sodium sulphate), ClC(C(O)O)(Cl)Cl (chloralhydrate), CC=1C=C2C=NNC2=CC1N (5-methyl-6-aminoindazol), Cl.NO (hydroxylamine hydrochloride). Run in O (water), Cl (hydrochloric acid). Reaction conditions: temperature 80 celsius, time 30 minute. The product is O\N=C\C(=O)NC1=C(C=C2C=NNC2=C1)C (2-[(E)-hydroxyimino]-N-(5-methyl-1H-indazol-6-yl)-acetamide). Reaction SMILES: S([O-])([O-])(=O)=O.[Na+].[Na+].Cl[C:9](Cl)(Cl)[CH:10]([OH:12])O.[CH3:15][C:16]1[CH:17]=[C:18]2[C:22](=[CH:23][C:24]=1[NH2:25])[NH:21][N:20]=[CH:19]2.Cl.[NH2:27][OH:28]>O.Cl>[OH:28]/[N:27]=[CH:9]/[C:10]([NH:25][C:24]1[CH:23]=[C:22]2[C:18]([CH:19]=[N:20][NH:21]2)=[CH:17][C:16]=1[CH3:15])=[O:12] |f:0.1.2,5.6|. Procedure: To a solution of sodium sulphate (8.69 g, 61.15 mmol) in water (20 ml) was added chloralhydrate (0.62 g, 3.74 mmol) at ambient temperature. To the resulting clear solution was added a solution of 5-methyl-6-aminoindazol (0.5 g, 3.4 mmol, prepared as described in Eur. Pat. Appl. EP 040872) in 1N aqueous hydrochloric acid (3.7 ml). The resulting mixture turned cloudy and hydroxylamine hydrochloride (0.75 g, 10.9 mmol) was then added. The resulting reaction mixture was heated-up gradually from ambi... Conditions: temperature 90 celsius. Reaction SMILES: [Cl:1][C:2]1[CH:10]=[C:9]2[C:5]([C:6]3([CH:16]([O:17][CH2:18][CH3:19])[CH2:15][C:14](=[O:20])[CH2:13][CH:12]3[C:21]3[CH:26]=[CH:25][CH:24]=[C:23]([Cl:27])[CH:22]=3)[C:7](=[O:11])[NH:8]2)=[CH:4][CH:3]=1.[NH2:28]O.Cl.[OH-].[Na+].[Cl-]>CCO.O.ClCCl.CCOC(C)=O>[Cl:1][C:2]1[CH:10]=[C:9]2[C:5]([C@:6]3([C@@H:12]([C:21]4[CH:26]=[CH:25][CH:24]=[C:23]([Cl:27])[CH:22]=4)[CH2:13][C:14](=[O:20])[NH:28][CH2:15][C@H:16]3[O:17][CH2:18][CH3:19])[C:7](=[O:11])[NH:8]2)=[CH:4][CH:3]=1.[Cl:1][C:2]1[CH:10]=[C:9]2[C:5]([C@@:6]3([C@H:12]([C:21]4[CH:26]=[CH:25][CH:24]=[C:23]([Cl:27])[CH:22]=4)[CH2:13][C:14](=[O:20])[NH:28][CH2:15][C@@H:16]3[O:17][CH2:18][CH3:19])[C:7](=[O:11])[NH:8]2)=[CH:4][CH:3]=1.[Cl:1][C:2]1[CH:10]=[C:9]2[C:5]([C@:6]3([C@@H:16]([O:17][CH2:18][CH3:19])[CH2:15][C:14](=[O:20])[NH:28][CH2:13][C@H:12]3[C:21]3[CH:26]=[CH:25][CH:24]=[C:23]([Cl:27])[CH:22]=3)[C:7](=[O:11])[NH:8]2)=[CH:4][CH:3]=1.[Cl:1][C:2]1[CH:10]=[C:9]2[C:5]([C@@:6]3([C@H:16]([O:17][CH2:18][CH3:19])[CH2:15][C:14](=[O:20])[NH:28][CH2:13][C@@H:12]3[C:21]3[CH:26]=[CH:25][CH:24]=[C:23]([Cl:27])[CH:22]=3)[C:7](=[O:11])[NH:8]2)=[CH:4][CH:3]=1 |f:1.2,3.4,6.7|. Run in CCO.O (EtOH water), CCOC(=O)C (AcOEt), ClCCl (dichloromethane). Starting materials: NO.Cl (NH2OH—HCl), [OH-].[Na+] (NaOH), ClC1=CC=C2C3(C(NC2=C1)=O)C(CC(CC3OCC)=O)C3=CC(=CC=C3)Cl (rac-(1R,2S,6R)-6′-chloro-2-(3-chlorophenyl)-6-ethoxy-spiro[cyclohexane-1,3′-[3H]indole]-2′,4(1′H)-dione), [Cl-] (chloride). Product: ClC1=CC=C2[C@]3(C(NC2=C1)=O)[C@@H](CNC(C[C@@H]3C3=CC(=CC=C3)Cl)=O)OCC ((3S,4S,5R)-6′-chloro-5-(3-chlorophenyl)-3-ethoxy-1,1′,2,2′,3,5,6,7-octahydrospiro[4H-azepine-4,3′-[3H]-indole]-2′,7-dione), ClC1=CC=C2[C@@]3(C(NC2=C1)=O)[C@H](CNC(C[C@H]3C3=CC(=CC=C3)Cl)=O)OCC ((3R,4R,5S)-6′-chloro-5-(3-chlorophenyl)-3-ethoxyl-1,1′,2,2′,3,5,6,7-octahydrospiro[4H-azepine-4,3′-[3H]-indole]-2′,7-dione), ClC1=CC=C2[C@]3(C(NC2=C1)=O)[C@@H](CNC(C[C@@H]3OCC)=O)C3=CC(=CC=C3)Cl ((3S,4R,5S)-6′-chloro-3-(3-chlorophenyl)-5-ethoxy-1,1′,2,2′,3,5,6,7-octahydrospiro[4H-azepine-4,3′-[3H]-indole]-2′,7-dione), ClC1=CC=C2[C@@]3(C(NC2=C1)=O)[C@H](CNC(C[C@H]3OCC)=O)C3=CC(=CC=C3)Cl ((3R,4S,5R)-6′-chloro-3-(3-chlorophenyl)-5-ethoxy-1,1′,2,2′,3,5,6,7-octahydrospiro[4H-azepine-4,3′-[3H]-indole]-2′,7-dione). Procedure details: In a manner similar to the method described in example 2 (method B), rac-(1R,2S,6R)-6′-chloro-2-(3-chlorophenyl)-6-ethoxy-spiro[cyclohexane-1,3′-[3H]indole]-2′,4(1′H)-dione (150.0 mg, 0.34 mmole) was reacted with NH2OH—HCl (119.5 mg, 1.72 mmol), NaOH (68.8 mg, 1.72 mmole) in EtOH-water (3/2, 10 mL) at refluxing for 2 hrs, followed by reacting with p-oluenesulfonyl chloride (133.1 mg, 0.70 mmol) in dichloromethane (10 mL) at room temperature for 2 hrs, and heating under microwave irradiation at 9...